From a dataset of the Open Reaction Database (ORD), a public repository of structured organic reaction records. describe an organic reaction: reactants, conditions, products, and yield Reactants: CC(C)(C(=O)O)c1cccc(B(O)O)c1, O=C([O-])[O-], COCCOC, COc1nc(Cl)cc(NCC2OCCc3ccccc32)n1, [Cs+], [Cs+], O, c1ccc(P(c2ccccc2)(c2ccccc2)[Pd](P(c2ccccc2)(c2ccccc2)c2ccccc2)(P(c2ccccc2)(c2ccccc2)c2ccccc2)P(c2ccccc2)(c2ccccc2)c2ccccc2)cc1. Product: COc1nc(NCC2OCCc3ccccc32)cc(-c2cccc(C(C)(C)C(=O)O)c2)n1. Reaction SMILES: [C:22](=[O:23])([OH:24])[C:25]([CH3:26])([CH3:27])[c:28]1[cH:29][c:30]([B:34]([OH:35])[OH:36])[cH:31][cH:32][cH:33]1.[C:37](=[O:38])([O-:39])[O-:40].[CH3:43][O:44][CH2:45][CH2:46][O:47][CH3:48].[Cl:1][c:2]1[cH:3][c:4]([NH:10][CH2:11][CH:12]2[O:13][CH2:14][CH2:15][c:16]3[cH:17][cH:18][cH:19][cH:20][c:21]32)[n:5][c:6]([O:8][CH3:9])[n:7]1.[Cs+:41].[Cs+:42].[OH2:49].[cH:50]1[cH:51][cH:52][c:53]([P:54]([Pd:55]([P:56]([c:57]2[cH:58][cH:59][cH:60][cH:61][cH:62]2)([c:63]2[cH:64][cH:65][cH:66][cH:67][cH:68]2)[c:69]2[cH:70][cH:71][cH:72][cH:73][cH:74]2)([P:75]([c:76]2[cH:77][cH:78][cH:79][cH:80][cH:81]2)([c:82]2[cH:83][cH:84][cH:85][cH:86][cH:87]2)[c:88]2[cH:89][cH:90][cH:91][cH:92][cH:93]2)[P:94]([c:95]2[cH:96][cH:97][cH:98][cH:99][cH:100]2)([c:101]2[cH:102][cH:103][cH:104][cH:105][cH:106]2)[c:107]2[cH:108][cH:109][cH:110][cH:111][cH:112]2)([c:113]2[cH:114][cH:115][cH:116][cH:117][cH:118]2)[c:119]2[cH:120][cH:121][cH:122][cH:123][cH:124]2)[cH:125][cH:126]1>>[c:2]1(-[c:30]2[cH:29][c:28]([C:25]([C:22](=[O:23])[OH:24])([CH3:26])[CH3:27])[cH:33][cH:32][cH:31]2)[cH:3][c:4]([NH:10][CH2:11][CH:12]2[O:13][CH2:14][CH2:15][c:16]3[cH:17][cH:18][cH:19][cH:20][c:21]32)[n:5][c:6]([O:8][CH3:9])[n:7]1. Reactants: Cl (hydrochloric acid), [OH-].[Na+] (sodium hydroxide), C1CCOC1 (THF), N1(CCCC1)C=1C=C(C(=O)OC)C=C(C1)C1=NNC=N1 (methyl 3-(1-pyrrolidinyl)-5-(1,2,4-triazol-3-yl)benzoate). The solvent is CO (methanol). Conditions: time 18 hour. Product: N1(CCCC1)C=1C=C(C(=O)O)C=C(C1)C1=NNC=N1 (3-(1-Pyrrolidinyl)-5-(1,2,4-triazol-3-yl)benzoic acid). RXN SMILES: [OH-].[Na+].C1COCC1.[N:8]1([C:13]2[CH:14]=[C:15]([CH:20]=[C:21]([C:23]3[N:27]=[CH:26][NH:25][N:24]=3)[CH:22]=2)[C:16]([O:18]C)=[O:17])[CH2:12][CH2:11][CH2:10][CH2:9]1.Cl>CO>[N:8]1([C:13]2[CH:14]=[C:15]([CH:20]=[C:21]([C:23]3[N:27]=[CH:26][NH:25][N:24]=3)[CH:22]=2)[C:16]([OH:18])=[O:17])[CH2:12][CH2:11][CH2:10][CH2:9]1 |f:0.1|. Procedure details: Aqueous 5 N sodium hydroxide solution (0.21 mL, 1.05 mmol) was added to a THF (0.7 mL)-methanol (0.7 mL) suspension of methyl 3-(1-pyrrolidinyl)-5-(1,2,4-triazol-3-yl)benzoate (95.8 mg, 0.35 mmol), and stirred at room temperature for 18 hours. 5 N hydrochloric acid (0.21 mL, 1.05 mmol) was added to the reaction mixture and concentrated under reduced pressure. 40% methanol/chloroform was added to the residue, the mixture was filtered, and the filtrate was concentrated under reduced pressure. Diet... Reactants: ClC1=CC=C2C(=C(NC2=C1)C(=O)C=1N(C=CN1)C)CC(=O)O ([6-chloro-2-(1-methylimidazole-2-carbonyl)indol-3-yl]acetic acid), C[Si](C)(C)C=[N+]=[N-] ((trimethylsilyl)diazomethane). Solvent: CO (methanol). Reaction conditions: time 19 hour. The product is COC(CC1=C(NC2=CC(=CC=C12)Cl)C(=O)C=1N(C=CN1)C)=O (Methyl[6-chloro-2-(1-methylimidazole-2-carbonyl)-1H-indol-3-yl]acetate). The yield is 28.7%. Reaction SMILES: [Cl:1][C:2]1[CH:10]=[C:9]2[C:5]([C:6]([CH2:19][C:20]([OH:22])=[O:21])=[C:7]([C:11]([C:13]3[N:14]([CH3:18])[CH:15]=[CH:16][N:17]=3)=[O:12])[NH:8]2)=[CH:4][CH:3]=1.[CH3:23][Si](C=[N+]=[N-])(C)C>CO>[CH3:23][O:21][C:20](=[O:22])[CH2:19][C:6]1[C:5]2[C:9](=[CH:10][C:2]([Cl:1])=[CH:3][CH:4]=2)[NH:8][C:7]=1[C:11]([C:13]1[N:14]([CH3:18])[CH:15]=[CH:16][N:17]=1)=[O:12]. Procedure details: To a stirred solution of [6-chloro-2-(1-methylimidazole-2-carbonyl)indol-3-yl]acetic acid (Example 241, 65 mg, 0.21 mmol) in methanol (10 ml) was added (trimethylsilyl)diazomethane (1.0 M solution in hexanes, 1.05 ml, 2.1 mmol) at room temperature. After stirring for 19 h, the mixture was concentrated. The residue was purified by TLC developing with ethyl acetate-hexane (1:2) to afford 20 mg (23%) of the title compound as yellow solids.